From a dataset of the Open Reaction Database (ORD), a public repository of structured organic reaction records. describe an organic reaction: reactants, conditions, products, and yield As a reaction SMILES: [NH2:1][C:2]1[C:3]([O:17][CH3:18])=[CH:4][C:5]2[CH2:11][N:10]([CH2:12][CH3:13])[CH2:9][C:8](=[O:14])[N:7]([CH3:15])[C:6]=2[CH:16]=1.Cl[C:20]1[N:25]=[C:24]([NH:26][C@@H:27]2[CH2:32][CH2:31][CH2:30][CH2:29][C@H:28]2[NH:33][S:34]([CH3:37])(=[O:36])=[O:35])[C:23]([Cl:38])=[CH:22][N:21]=1>>[Cl:38][C:23]1[C:24]([NH:26][C@@H:27]2[CH2:32][CH2:31][CH2:30][CH2:29][C@H:28]2[NH:33][S:34]([CH3:37])(=[O:36])=[O:35])=[N:25][C:20]([NH:1][C:2]2[C:3]([O:17][CH3:18])=[CH:4][C:5]3[CH2:11][N:10]([CH2:12][CH3:13])[CH2:9][C:8](=[O:14])[N:7]([CH3:15])[C:6]=3[CH:16]=2)=[N:21][CH:22]=1. Reported procedure: The title compound was prepared from 8-Amino-4-ethyl-7-methoxy-1-methyl-1,3,4,5-tetrahydro-benzo[e][1,4]diazepin-2-one and N-[(1R,2R)-2-(2,5-Dichloro-pyrimidin-4-ylamino)-cyclohexyl]-methanesulfonamide in an analogous manner to example 730 (0.062 g, 46%) Mp 214-216° C.; LCMS (m/e) 552 (M); 1H-NMR (DMSO, 400 MHz) δ 8.23 (s, 1H), 7.97 (s, 1H), 7.74 (s, 1H), 7.22-7.20 (d, 1H, J=8.84 Hz), 7.04 (s, 1H), 6.88-6.86 (d, 1H, J=8.34 Hz), 3.89 (s, 3H), 3.88-3.79 (m, 1H), 3.50 (s, 2H), 3.28 (s, 3H), 2.99 (s... Starting materials: NC=1C(=CC2=C(N(C(CN(C2)CC)=O)C)C1)OC (8-Amino-4-ethyl-7-methoxy-1-methyl-1,3,4,5-tetrahydro-benzo[e][1,4]diazepin-2-one), ( M ), ClC1=NC=C(C(=N1)N[C@H]1[C@@H](CCCC1)NS(=O)(=O)C)Cl (N-[(1R,2R)-2-(2,5-Dichloro-pyrimidin-4-ylamino)-cyclohexyl]-methanesulfonamide), example 730. Yields the product ClC=1C(=NC(=NC1)NC=1C(=CC2=C(N(C(CN(C2)CC)=O)C)C1)OC)N[C@H]1[C@@H](CCCC1)NS(=O)(=O)C (N-[(1R,2R)-2-[5-Chloro-2-(4-ethyl-7-methoxy-1-methyl-2-oxo-2,3,4,5-tetrahydro-1H-benzo[e][1,4]diazepin-8-ylamino)-pyrimidin-4-ylamino]-cyclohexyl}-methanesulfonamide). Reactants: ClC1=C(C=C(C(=O)O)C=C1S(N)(=O)=O)[N+](=O)[O-] (4-chloro-3-nitro-5-sulphamyl-benzoic acid), N1CCCCC1 (piperidine), Cl (hydrochloric acid). Solvent: O (water). Conditions: temperature 95 celsius, time 2 hour. The product is [N+](=O)([O-])C=1C=C(C(=O)O)C=C(C1N1CCCCC1)S(N)(=O)=O (3-nitro-4-piperidino-5-sulphamyl-benzoic acid). RXN SMILES: Cl[C:2]1[C:10]([S:11](=[O:14])(=[O:13])[NH2:12])=[CH:9][C:5]([C:6]([OH:8])=[O:7])=[CH:4][C:3]=1[N+:15]([O-:17])=[O:16].[NH:18]1[CH2:23][CH2:22][CH2:21][CH2:20][CH2:19]1.Cl>O>[N+:15]([C:3]1[CH:4]=[C:5]([CH:9]=[C:10]([S:11](=[O:14])(=[O:13])[NH2:12])[C:2]=1[N:18]1[CH2:23][CH2:22][CH2:21][CH2:20][CH2:19]1)[C:6]([OH:8])=[O:7])([O-:17])=[O:16]. Reported procedure: A mixture of 4-chloro-3-nitro-5-sulphamyl-benzoic acid (2.8 g), piperidine (3.4 g), and water (13 ml) was stirred at 95°C for 2 hours. Then the reaction mixture was adjusted to a pH of 2.5 by the addition of 4N hydrochloric acid, and the precipitated 3-nitro-4-piperidino-5-sulphamyl-benzoic acid was collected and recrystallized from aqueous methanol. The melting point was 237°-238°C (decomp.).